From a dataset of the Open Reaction Database (ORD), a public repository of structured organic reaction records. describe an organic reaction: reactants, conditions, products, and yield The reactants are BrC1=CC=CC=C1 (bromobenzene), [Li] (lithium), C(=O)=O (CO2), N1=CC=CC=2CCCCC12 (5,6,7,8-tetrahydroquinoline), C1(=CC=CC=C1)[Li] (phenyl lithium). The solvent is CCOCC (ether), CCOCC (ether). Conditions: time 1 hour. Product: COC(=O)C1CCCC=2C=CC=NC12 (methyl-5,6,7,8-tetrahydroquinoline-8-carboxylate). As a reaction SMILES: [N:1]1[C:10]2[CH2:9][CH2:8][CH2:7][CH2:6][C:5]=2[CH:4]=[CH:3][CH:2]=1.C1([Li])C=CC=CC=1.Br[C:19]1C=CC=CC=1.[Li].[C:26](=[O:28])=[O:27]>CCOCC>[CH3:19][O:27][C:26]([CH:9]1[C:10]2[N:1]=[CH:2][CH:3]=[CH:4][C:5]=2[CH2:6][CH2:7][CH2:8]1)=[O:28] |^1:24|. Reported procedure: A solution of 5,6,7,8-tetrahydroquinoline (14 g.) in dry ether (100 ml.) was added dropwise over 1/2 hour to an ethereal solution of phenyl lithium (prepared from bromobenzene (42 g.) and lithium (3.7 g.) in dry ether (300 ml.) and the reaction mixture stirred at room temperature for a further one hour. The cooled reaction mixture was saturated with dry CO2 gas, evaporated in vacuo and the residue treated with methanol previously saturated with dry HCl (500 ml.) and the solution heated at reflux... Starting materials: CCCCCCc1cc2c(cc1Br)C(C)(C)CCC2(C)C, [Li]C(C)(C)C, CCCCC, Cl, O=C=O, C1CCOC1. Product: CCCCCCc1cc2c(cc1C(=O)O)C(C)(C)CCC2(C)C. As a reaction SMILES: [Br:1][c:2]1[cH:3][c:4]2[c:9]([cH:10][c:11]1[CH2:12][CH2:13][CH2:14][CH2:15][CH2:16][CH3:17])[C:8]([CH3:18])([CH3:19])[CH2:7][CH2:6][C:5]2([CH3:20])[CH3:21].[C:22]([Li:23])([CH3:24])([CH3:25])[CH3:26].[CH3:36][CH2:37][CH2:38][CH2:39][CH3:40].[ClH:30].[O:27]=[C:28]=[O:29].[O:31]1[CH2:32][CH2:33][CH2:34][CH2:35]1>>[c:2]1([C:28](=[O:27])[OH:29])[cH:3][c:4]2[c:9]([cH:10][c:11]1[CH2:12][CH2:13][CH2:14][CH2:15][CH2:16][CH3:17])[C:8]([CH3:18])([CH3:19])[CH2:7][CH2:6][C:5]2([CH3:20])[CH3:21]. Reactants: C([O-])([O-])=O.[K+].[K+] (Potassium carbonate), NC1=NC=NC2=CC(=CC=C12)CN1C([C@@H](NC(C1)C)C)=O ((3 S,5RS)-1-(4-Amino-quinazolin-7-ylmethyl)-3,5-dimethyl-piperazin-2-one), BrCC1=CC2=C(S1)C=C(C=C2)Cl (2-bromomethyl-6-chloro-benzo[b]thiophene). Solvent: CN(C)C=O (DMF). Reaction conditions: time 8 hour. Product: NC1=NC=NC2=CC(=CC=C12)CN1C([C@@H](N(C(C1)C)CC1=CC2=C(S1)C=C(C=C2)Cl)C)=O ((3S, 5RS)-1-(4-Amino-quinazolin-7-ylmethyl)-4-(6-chloro-benzo[b]thiophen-2-ylmethyl)-3,5-dimethyl-piperazin-2-one). Isolated yield 10.3%. RXN SMILES: [NH2:1][C:2]1[C:11]2[C:6](=[CH:7][C:8]([CH2:12][N:13]3[CH2:18][CH:17]([CH3:19])[NH:16][C@@H:15]([CH3:20])[C:14]3=[O:21])=[CH:9][CH:10]=2)[N:5]=[CH:4][N:3]=1.C(=O)([O-])[O-].[K+].[K+].Br[CH2:29][C:30]1[S:34][C:33]2[CH:35]=[C:36]([Cl:39])[CH:37]=[CH:38][C:32]=2[CH:31]=1>CN(C=O)C>[NH2:1][C:2]1[C:11]2[C:6](=[CH:7][C:8]([CH2:12][N:13]3[CH2:18][CH:17]([CH3:19])[N:16]([CH2:29][C:30]4[S:34][C:33]5[CH:35]=[C:36]([Cl:39])[CH:37]=[CH:38][C:32]=5[CH:31]=4)[C@@H:15]([CH3:20])[C:14]3=[O:21])=[CH:9][CH:10]=2)[N:5]=[CH:4][N:3]=1 |f:1.2.3|. Procedure: (3 S,5RS)-1-(4-Amino-quinazolin-7-ylmethyl)-3,5-dimethyl-piperazin-2-one (260 mg, 0.56 mmol), EXAMPLE 88, is dissolved in 5 mL of DMF. Potassium carbonate (193.4 mg, 1.4 mmol) is added followed by the addition of 2-bromomethyl-6-chloro-benzo[b]thiophene (218 mg, 0.84 mmol), EXAMPLE 5. Reaction is left to stir overnight. The crude mixture is purified by reverse phase HPLC (10-70% ACN/H2O) to afford the product (27 mg, 6%) as a clear wax with a melting point of 130-131° C. C24H24ClN5OS MS m/z: 466... The reactants are C(C1=CC=CC=C1)OCCCCCC=1C=C(C=CC1)C=CCCCC (3-(5-benzyloxypentyl)(1-hexenyl)benzene). Reagents/catalysts: [Pd] (palladium on carbon). The solvent is CO (methanol). Product: C(CCCCC)C=1C=C(C=CC1)CCCCCO (5-(3-hexylphenyl)-pentanol). As a reaction SMILES: C([O:8][CH2:9][CH2:10][CH2:11][CH2:12][CH2:13][C:14]1[CH:15]=[C:16]([CH:20]=[CH:21][CH2:22][CH2:23][CH2:24][CH3:25])[CH:17]=[CH:18][CH:19]=1)C1C=CC=CC=1>CO.[Pd]>[CH2:20]([C:16]1[CH:15]=[C:14]([CH2:13][CH2:12][CH2:11][CH2:10][CH2:9][OH:8])[CH:19]=[CH:18][CH:17]=1)[CH2:21][CH2:22][CH2:23][CH2:24][CH3:25]. Procedure: A solution of 840 mgs of 3-(5-benzyloxypentyl)(1-hexenyl)benzene in 25 mls of methanol is hydrogenated over 5% palladium on carbon and then filtered through celite, concentrated, and chromatographed over silica gel (3:2 ether:hexane) to yield pure 5-(3-hexylphenyl)-pentanol. The reactants are C1CCOC1, Cl, O=N[O-], COc1cc(Br)cc(C(=O)O)c1N, [Na+], O. Product: COc1cc(Br)cc(C(=O)O)c1. RXN SMILES: [CH2:15]1[O:16][CH2:17][CH2:18][CH2:19]1.[ClH:14].[N:20]([O-:21])=[O:22].[NH2:1][c:2]1[c:3]([C:4](=[O:5])[OH:6])[cH:7][c:8]([Br:13])[cH:9][c:10]1[O:11][CH3:12].[Na+:23].[OH2:24]>>[cH:2]1[c:3]([C:4](=[O:5])[OH:6])[cH:7][c:8]([Br:13])[cH:9][c:10]1[O:11][CH3:12]. The product is COC=1C=C(C=CC1OC)C1=NC=2N(C(=C1)O)N=CC2 (5-(3,4-dimethoxyphenyl)pyrazolo[1,5-a]pyrimidin-7-ol). The reactants are NC1=NNC=C1 (3-Aminopyrazole), COC=1C=C(C(=O)CC(=O)OCC)C=CC1OC (ethyl 3,4-dimethoxybenzoylacetate). The solvent is C(C)(=O)O (acetic acid). Reported procedure: 3-Aminopyrazole (33.2 g) and 110 g of ethyl 3,4-dimethoxybenzoylacetate are stirred in 500 ml of glacial acetic acid for 6 hours at 80° C. After cooling the crystallized-out product is filtered off under suction, washed with diethyl ether and dried. There are obtained 45 g of 5-(3,4-dimethoxyphenyl)pyrazolo[1,5-a]pyrimidin-7-ol of m.p. 268°-270° C. As a reaction SMILES: [NH2:1][C:2]1[CH:6]=[CH:5][NH:4][N:3]=1.[CH3:7][O:8][C:9]1[CH:10]=[C:11]([CH:20]=[CH:21][C:22]=1[O:23][CH3:24])[C:12]([CH2:14][C:15](OCC)=[O:16])=O>C(O)(=O)C>[CH3:7][O:8][C:9]1[CH:10]=[C:11]([C:12]2[CH:14]=[C:15]([OH:16])[N:3]3[N:4]=[CH:5][CH:6]=[C:2]3[N:1]=2)[CH:20]=[CH:21][C:22]=1[O:23][CH3:24]. Isolated yield 41.5%.